This data is from the Open Reaction Database (ORD), a public repository of structured organic reaction records. The task is: describe an organic reaction: reactants, conditions, products, and yield Reactants: C(C)OC(CC=1C=C(C(=CC1)OC)C1=C(C=C(C=C1)C(F)(F)F)CNCC)=O ((2′-Ethylaminomethyl-6-methoxy-4′-trifluoromethyl-biphenyl-3-yl)-acetic acid ethyl ester), CN(C)C=O (DMF), [O-]C#N.[Na+] (sodium cyanate), C(C)(=O)O (Acetic acid). Solvent: O (H2O). Reaction conditions: time 1 hour. The product is C(C)OC(CC=1C=C(C(=CC1)OC)C1=C(C=C(C=C1)C(F)(F)F)CN(C(=O)N)CC)=O ({2′-[(1-Ethyl-ureido)-methyl]-6-methoxy-4′-trifluoromethyl-biphenyl-3-yl}-acetic acid ethyl ester). RXN SMILES: [CH2:1]([O:3][C:4](=[O:28])[CH2:5][C:6]1[CH:7]=[C:8]([C:14]2[CH:19]=[CH:18][C:17]([C:20]([F:23])([F:22])[F:21])=[CH:16][C:15]=2[CH2:24][NH:25][CH2:26][CH3:27])[C:9]([O:12][CH3:13])=[CH:10][CH:11]=1)[CH3:2].[O-:29][C:30]#[N:31].[Na+].C(O)(=O)C.CN(C=O)C>O>[CH2:1]([O:3][C:4](=[O:28])[CH2:5][C:6]1[CH:7]=[C:8]([C:14]2[CH:19]=[CH:18][C:17]([C:20]([F:23])([F:21])[F:22])=[CH:16][C:15]=2[CH2:24][N:25]([CH2:26][CH3:27])[C:30]([NH2:31])=[O:29])[C:9]([O:12][CH3:13])=[CH:10][CH:11]=1)[CH3:2] |f:1.2|. Procedure details: (2′-Ethylaminomethyl-6-methoxy-4′-trifluoromethyl-biphenyl-3-yl)-acetic acid ethyl ester (0.202 g, 0.51 mmol) and sodium cyanate (0.052 g, 0.77 mmol) were combined in H2O (2 mL). Acetic acid (0.04 mL, 0.77 mmol) was added, and the reaction was stirred for 1 hour. DMF (1 mL) was added to facilitate stirring, and the reaction was stirred for 1.5 hours. The solution was extracted with EtOAc, and the combined organic layers were dried and concentrated to give the title compound. The reactants are O=C(c1ccccc1)c1cn2cc([N+](=O)[O-])ccc2n1, CCO, [Na+], [Na+], [Na+], [OH-], O=S([O-])S(=O)[O-]. Product: Nc1ccc2nc(C(=O)c3ccccc3)cn2c1. As a reaction SMILES: [C:1]([c:2]1[cH:3][cH:4][cH:5][cH:6][cH:7]1)(=[O:8])[c:9]1[n:10][c:11]2[n:12]([cH:13][c:14]([N+:17]([O-:18])=[O:19])[cH:15][cH:16]2)[cH:20]1.[CH3:31][CH2:32][OH:33].[Na+:22].[Na+:29].[Na+:30].[OH-:21].[S:23]([S:24]([O-:25])=[O:26])([O-:27])=[O:28]>>[C:1]([c:2]1[cH:3][cH:4][cH:5][cH:6][cH:7]1)(=[O:8])[c:9]1[n:10][c:11]2[n:12]([cH:13][c:14]([NH2:17])[cH:15][cH:16]2)[cH:20]1. Reactants: ClC1=CC=C(CN2C(=CC3=CC(=CC=C23)OCC2=NC3=CC=CC=C3C=C2)CC(C(=O)OC)(C)C)C=C1 (Methyl 3-[N-(4-chlorobenzyl)-5-(quinolin-2-ylmethoxy)indol-2-yl]-2,2-dimethylpropanoate), CC(C(=O)Cl)C (2-methylpropanoyl chloride). Procedure: The title compound was prepared according to the conditions described in Step B and Step C of Example 47, from methyl 3-[N-(4-chlorobenzyl)-5-(quinolin-2-ylmethoxy)indol-2-yl]-2,2-dimethylpropanoate (prepared in Step A of Example 47), but using 2-methylpropanoyl chloride in place of trimethylacetyl chloride in Step B. RXN SMILES: [Cl:1][C:2]1[CH:37]=[CH:36][C:5]([CH2:6][N:7]2[C:15]3[C:10](=[CH:11][C:12]([O:16][CH2:17][C:18]4[CH:27]=[CH:26][C:25]5[C:20](=[CH:21][CH:22]=[CH:23][CH:24]=5)[N:19]=4)=[CH:13][CH:14]=3)[CH:9]=[C:8]2[CH2:28][C:29]([CH3:35])([CH3:34])[C:30]([O:32]C)=[O:31])=[CH:4][CH:3]=1.[CH3:38][CH:39]([CH3:43])[C:40](Cl)=[O:41]>>[Cl:1][C:2]1[CH:37]=[CH:36][C:5]([CH2:6][N:7]2[C:15]3[C:10](=[CH:11][C:12]([O:16][CH2:17][C:18]4[CH:27]=[CH:26][C:25]5[C:20](=[CH:21][CH:22]=[CH:23][CH:24]=5)[N:19]=4)=[CH:13][CH:14]=3)[C:9]([C:40](=[O:41])[CH:39]([CH3:43])[CH3:38])=[C:8]2[CH2:28][C:29]([CH3:34])([CH3:35])[C:30]([OH:32])=[O:31])=[CH:4][CH:3]=1. Product: ClC1=CC=C(CN2C(=C(C3=CC(=CC=C23)OCC2=NC3=CC=CC=C3C=C2)C(C(C)C)=O)CC(C(=O)O)(C)C)C=C1 (3-[N-(4-Chlorobenzyl)-3-(2-methylpropanoyl)-5-(quinolin-2-ylmethoxy)indol-2-yl]-2,2-dimethylpropanoic acid). The reactants are C(C)OC(=O)C=1C=NC2=C(C=CC=C2C1NC1CCCC1)OC (4-cyclopentylamino-8-methoxy-quinoline-3-carboxylic acid ethyl ester), N(=C=O)C=1C=C(C#N)C=CC1 (3-isocyanato-benzonitrile). The product is C1(CCCC1)N1C(N(C(C=2C=NC=3C(=CC=CC3C21)OC)=O)C=2C=C(C#N)C=CC2)=O (3-(1-Cyclopentyl-7-methoxy-2,4-dioxo-1,4-dihydro-2H-pyrimido[5,4-c]quinolin-3-yl)-benzonitrile). The yield is 46.1%. Reaction SMILES: C(O[C:4]([C:6]1[CH:7]=[N:8][C:9]2[C:14]([C:15]=1[NH:16][CH:17]1[CH2:21][CH2:20][CH2:19][CH2:18]1)=[CH:13][CH:12]=[CH:11][C:10]=2[O:22][CH3:23])=[O:5])C.[N:24]([C:27]1[CH:28]=[C:29]([CH:32]=[CH:33][CH:34]=1)[C:30]#[N:31])=[C:25]=[O:26]>>[CH:17]1([N:16]2[C:15]3[C:14]4[CH:13]=[CH:12][CH:11]=[C:10]([O:22][CH3:23])[C:9]=4[N:8]=[CH:7][C:6]=3[C:4](=[O:5])[N:24]([C:27]3[CH:28]=[C:29]([CH:32]=[CH:33][CH:34]=3)[C:30]#[N:31])[C:25]2=[O:26])[CH2:18][CH2:19][CH2:20][CH2:21]1. Procedure details: 3-(1-Cyclopentyl-7-methoxy-2,4-dioxo-1,4-dihydro-2H-pyrimido[5,4-c]quinolin-3-yl)-benzonitrile (19 mg) was prepared from 4-cyclopentylamino-8-methoxy-quinoline-3-carboxylic acid ethyl ester (0.1 mmol) and 3-isocyanato-benzonitrile (0.5 mmol) following general procedure C. LCMS: m/z 413 [M+1]+. The reactants are Cl (Hydrogen chloride), N[C@@H](C)C(=O)O (L-alanine), C(C)O (ethanol). Yields the product Cl.C(C)OC([C@@H](N)C)=O (L-Alanine ethyl ester hydrochloride). Reaction SMILES: [ClH:1].[NH2:2][C@H:3]([C:5]([OH:7])=[O:6])[CH3:4].[CH2:8](O)[CH3:9]>>[ClH:1].[CH2:8]([O:6][C:5](=[O:7])[C@H:3]([CH3:4])[NH2:2])[CH3:9] |f:3.4|. Procedure: Hydrogen chloride gas was bubbled into a suspension of L-alanine (1) (100 g, 1.12 mol) in dry ethanol (800 ml) and the solution was refluxed for 2 hours. After concentration in vacuo the compound was recrystallised from ethanol-diethyl ether giving the title ester (2) (168.2g, 98%) as a white solid. δH (200 MHz; D2O) 1.11 (3H, t, J=7.1, CH2 CH3), 1.37 (3H, d, J=7.4, CHCH3), 4.03 (1H, q, J=7.2, CHCH3), 4.09 (2H, q, J=7.2, CH2CH3), 4.16 (2H, s, NH2); δC (125 MHz; D2O) 13.98 (CH3), 15.90 (CH3), 49.... Yields the product C(C=C)OC1=CC2=C(SC(O2)=O)C=C1 (6-(allyloxy)-1,3-benzoxathiol-2-one). Yield: 77.4%. RXN SMILES: [CH2:1](Br)[CH:2]=[CH2:3].[CH:5]1[C:10]([OH:11])=[CH:9][C:8]2[O:12][C:13]([S:15][C:7]=2[CH:6]=1)=[O:14].C(=O)([O-])[O-].[K+].[K+]>CC(C)=O>[CH2:1]([O:11][C:10]1[CH:5]=[CH:6][C:7]2[S:15][C:13](=[O:14])[O:12][C:8]=2[CH:9]=1)[CH:2]=[CH2:3] |f:2.3.4|. Procedure: Allyl bromide (28.3 ml, 0.327 mol) was added to a mixture of tioxolone (50 g, 0.297 mol) and potassium carbonate (82 g, 0.595 mol) in acetone (300 ml), and the resultant suspension stirred at RT overnight. After removal of the solvent in vacuo, the residue was partioned between EtOAc (700 ml) and water (500 ml). The aqueous phase was removed, extracted with further EtOAc (2×300 ml), and the combined organics dried over MgSO4 and concentrated to an off-white solid (66.6 g). Purification by flash ... The reactants are resultant suspension, C(C=C)Br (Allyl bromide), C1=CC2=C(C=C1O)OC(=O)S2 (tioxolone), C([O-])([O-])=O.[K+].[K+] (potassium carbonate). Run in CC(=O)C (acetone). Starting materials: 167 A2, C(CCl)Cl (EDC), C(C)(C)(C)C1=CC=C(C(=O)NC=2C(=CC=CC2)N)C=C1 (N2-(4-t-butylbenzoyl)-1,2-benzenediamine), N1N=CC2=CC=C(C=C12)C(=O)O (6-indazolecarboxylic acid). Solvent: CN(C)C=O (DMF). Reaction conditions: time 12 hour. Yields the product C(C)(C)(C)C1=CC=C(C(=O)NC=2C(=CC=CC2)NC(=O)C2=CC=C3C=NNC3=C2)C=C1 (N2-(4-t-Butylbenzoyl)-N1-(6-indazolylcarbonyl)-1,2-benzenediamine). Isolated yield 26.0%. RXN SMILES: [C:1]([C:5]1[CH:20]=[CH:19][C:8]([C:9]([NH:11][C:12]2[C:13]([NH2:18])=[CH:14][CH:15]=[CH:16][CH:17]=2)=[O:10])=[CH:7][CH:6]=1)([CH3:4])([CH3:3])[CH3:2].[NH:21]1[C:29]2[C:24](=[CH:25][CH:26]=[C:27]([C:30](O)=[O:31])[CH:28]=2)[CH:23]=[N:22]1.C(Cl)CCl>CN(C=O)C>[C:1]([C:5]1[CH:20]=[CH:19][C:8]([C:9]([NH:11][C:12]2[C:13]([NH:18][C:30]([C:27]3[CH:28]=[C:29]4[C:24]([CH:23]=[N:22][NH:21]4)=[CH:25][CH:26]=3)=[O:31])=[CH:14][CH:15]=[CH:16][CH:17]=2)=[O:10])=[CH:7][CH:6]=1)([CH3:4])([CH3:2])[CH3:3]. Reported procedure: To a stirring solution of N2-(4-t-butylbenzoyl)-1,2-benzenediamine (830 mg, 3.1 mmol) and 6-indazolecarboxylic acid (European Pat. Appln. Pub. No. 242 167 A2, p 43) (500 mg, 3.1 mmol) in DMF (5 mL) was added EDC (1.19 g, 6.2 mmol). After 12 h, the solvent was removed in vacuo and the residue was dissolved in ethyl acetate and washed twice with water and twice with brine. The organic phase was dried with MgSO4, filtered and concentrated in vacuo, then chromatographed over silica gel, eluting with... The reactants are COC=1C=C2C(=NC=NC2=CC1OC)OC1=CC=C(N)C=C1 (4-[(6,7-Dimethoxy-4-quinazolinyl)oxy]aniline), ClC(Cl)(OC(OC(Cl)(Cl)Cl)=O)Cl (triphosgene), C([O-])(O)=O.[Na+] (sodium bicarbonate), NN1CCCCCC1 (1-aminohomopiperidine). The solvent is C(C)N(CC)CC (triethylamine), C1(=CC=CC=C1)C (toluene), C(Cl)Cl (methylene chloride). Product: COC=1C=C2C(=NC=NC2=CC1OC)OC1=CC=C(C=C1)NC(=O)NN1CCCCCC1 (N-{4-[(6,7-Dimethoxy-4-quinazolinyl)oxy]phenyl}-N′-(1-homopiperidinyl)urea). Isolated yield 65.2%. As a reaction SMILES: [CH3:1][O:2][C:3]1[CH:4]=[C:5]2[C:10](=[CH:11][C:12]=1[O:13][CH3:14])[N:9]=[CH:8][N:7]=[C:6]2[O:15][C:16]1[CH:22]=[CH:21][C:19]([NH2:20])=[CH:18][CH:17]=1.ClC(Cl)(O[C:27](=[O:33])OC(Cl)(Cl)Cl)Cl.[NH2:35][N:36]1[CH2:42][CH2:41][CH2:40][CH2:39][CH2:38][CH2:37]1.C(=O)(O)[O-].[Na+]>C(Cl)Cl.C(N(CC)CC)C.C1(C)C=CC=CC=1>[CH3:1][O:2][C:3]1[CH:4]=[C:5]2[C:10](=[CH:11][C:12]=1[O:13][CH3:14])[N:9]=[CH:8][N:7]=[C:6]2[O:15][C:16]1[CH:22]=[CH:21][C:19]([NH:20][C:27]([NH:35][N:36]2[CH2:42][CH2:41][CH2:40][CH2:39][CH2:38][CH2:37]2)=[O:33])=[CH:18][CH:17]=1 |f:3.4|. Reported procedure: 4-[(6,7-Dimethoxy-4-quinazolinyl)oxy]aniline (50 mg) was added to toluene (5 ml), and triethylamine (0.5 ml), and the mixture was heated under reflux to prepare a solution. A solution of triphosgene (50 mg) in methylene chloride was then added thereto, and the mixture was heated under reflux for 10 min. Next, 1-aminohomopiperidine (50 mg) was added thereto, and the mixture was further stirred with heating under reflux for 3 hr. A saturated aqueous sodium bicarbonate solution was added to the rea...